This data is from the Open Reaction Database (ORD), a public repository of structured organic reaction records. The task is: describe an organic reaction: reactants, conditions, products, and yield Reaction SMILES: [Ag+2:22].[Br:10][CH2:11][c:12]1[cH:13][cH:14][cH:15][cH:16][cH:17]1.[Br:1][c:2]1[c:3]([OH:9])[n:4][cH:5][c:6]([Cl:8])[cH:7]1.[C:18](=[O:19])([O-:20])[O-:21].[cH:23]1[cH:24][cH:25][cH:26][cH:27][cH:28]1>>[Br:1][c:2]1[c:3]([O:9][CH2:11][c:12]2[cH:13][cH:14][cH:15][cH:16][cH:17]2)[n:4][cH:5][c:6]([Cl:8])[cH:7]1. The product is Clc1cnc(OCc2ccccc2)c(Br)c1. The reactants are [Ag+2], BrCc1ccccc1, Oc1ncc(Cl)cc1Br, O=C([O-])[O-], c1ccccc1. Reactants: FC(C(=O)O)(F)F (Trifluoroacetic acid), C(#N)C=1N=C(C2=C(N1)N(C=C2)C)C=2C=C(C(=NC2)OCCO[C@H]2CN(CC2)C(=O)OC(C)(C)C)C(F)(F)F (tert-butyl(3R)-3-(2-{[5-(2-cyano-7-methyl-7H-pyrrolo[2,3-d]pyrimidin-4-yl)-3-(trifluoromethyl)pyridin-2-yl]oxy}ethoxy)pyrrolidine-1-carboxylate), C(C)#N (acetonitrile), C(Cl)Cl (CH2Cl2). Run at time 1 hour. Product: Cl.CN1C=CC2=C1N=C(N=C2C=2C=NC(=C(C2)C(F)(F)F)OCCO[C@H]2CNCC2)C#N (7-methyl-4-[6-{2-[(3R)-pyrrolidin-3-yloxy]ethoxy}-5-(trifluoromethyl)pyridin-3-yl]-7H-pyrrolo[2,3-d]pyrimidine-2-carbonitrile monohydrochloride). Reaction SMILES: FC(F)(F)C(O)=O.[C:8]([C:10]1[N:11]=[C:12]([C:20]2[CH:21]=[C:22]([C:42]([F:45])([F:44])[F:43])[C:23]([O:26][CH2:27][CH2:28][O:29][C@@H:30]3[CH2:34][CH2:33][N:32](C(OC(C)(C)C)=O)[CH2:31]3)=[N:24][CH:25]=2)[C:13]2[CH:18]=[CH:17][N:16]([CH3:19])[C:14]=2[N:15]=1)#[N:9].C(#N)C.C(Cl)[Cl:50]>>[ClH:50].[CH3:19][N:16]1[C:14]2[N:15]=[C:10]([C:8]#[N:9])[N:11]=[C:12]([C:20]3[CH:25]=[N:24][C:23]([O:26][CH2:27][CH2:28][O:29][C@@H:30]4[CH2:34][CH2:33][NH:32][CH2:31]4)=[C:22]([C:42]([F:44])([F:45])[F:43])[CH:21]=3)[C:13]=2[CH:18]=[CH:17]1 |f:4.5|. Procedure: Trifluoroacetic acid (2 mL) was added to a solution of tert-butyl(3R)-3-(2-{[5-(2-cyano-7-methyl-7H-pyrrolo[2,3-d]pyrimidin-4-yl)-3-(trifluoromethyl)pyridin-2-yl]oxy}ethoxy)pyrrolidine-1-carboxylate (240 mg) in CH2Cl2 (4 mL)-acetonitrile (1 mL) at room temperature, and the mixture was stirred at the same temperature for 1 hour. After the reaction mixture was concentrated under reduced pressure, CH2Cl2 (4 mL) and a 4 M solution of hydrogen chloride in EtOAc (0.4 mL) were added to the residue at r...